From a dataset of the Open Reaction Database (ORD), a public repository of structured organic reaction records. describe an organic reaction: reactants, conditions, products, and yield Starting materials: COC1=CC=C(C=2C=CC=NC12)C(=O)O (8-methoxyquinoline-5-carboxylic acid), ClCCl (dichloromethane), C(C(=O)Cl)(=O)Cl (oxalyl chloride). Reagents/catalysts: CN(C)C=O (DMF). Conditions: temperature 0 celsius, time 8 hour. The product is Cl.COC=1C=NC=2C=CC=C(C2C1)C(=O)Cl (3-Methoxyquinoline-5-carbonyl chloride, hydrochloride). RXN SMILES: CO[C:3]1[C:12]2[N:11]=[CH:10][CH:9]=[CH:8][C:7]=2[C:6]([C:13]([OH:15])=O)=[CH:5][CH:4]=1.C(Cl)(=O)[C:17]([Cl:19])=[O:18].[Cl:22]CCl>CN(C=O)C>[ClH:19].[CH3:17][O:18][C:9]1[CH:10]=[N:11][C:12]2[CH:3]=[CH:4][CH:5]=[C:6]([C:13]([Cl:22])=[O:15])[C:7]=2[CH:8]=1 |f:4.5|. Procedure details: A suspension of 8-methoxyquinoline-5-carboxylic acid (1.5 g) in dichloromethane (12 ml) was cooled to 0° C. and treated with oxalyl chloride (1.3 ml) followed by DMF (8 drops). The reaction was allowed to warm to room temperature and stirred overnight. The solvent was removed in vacuo and the residue azeotroped with toluene (2×10 ml) to yield the desired product (1.61 g) as an off-white powder.